This data is from the Open Reaction Database (ORD), a public repository of structured organic reaction records. The task is: describe an organic reaction: reactants, conditions, products, and yield Product: NCC(=O)N1CC(C2=CC=C(C=C12)NC(C1=C(N=CC=C1)NCC1=C2C(=NC=C1)NC=C2)=O)(C)C (N-(1-Glycyl-3,3-dimethyl-2,3-dihydro-1H-indol-6-yl)-2-[(1H-pyrrolo[2,3-b]pyridin-4-ylmethyl)amino]nicotinamide). Reported procedure: The titled compound was prepared from N-(3,3-dimethyl-2,3-dihydro-1H-indol-6-yl)-2-[(1H-pyrrolo[2,3-b]pyridin-4-ylmethyl)amino]nicotinamide (Example 16) and tert-butoxycarbonylamino-acetic acid by the method described in Example 13. MS (ES+): 470 (M+H). Calc'd. for C26H27N7O2—469.55. Starting materials: CC1(CNC2=CC(=CC=C12)NC(C1=C(N=CC=C1)NCC1=C2C(=NC=C1)NC=C2)=O)C (N-(3,3-Dimethyl-2,3-dihydro-1H-indol-6-yl)-2-[(1H-pyrrolo[2,3-b]pyridin-4-ylmethyl)amino]nicotinamide), C(C)(C)(C)OC(=O)NCC(=O)O (tert-butoxycarbonylamino-acetic acid). RXN SMILES: [CH3:1][C:2]1([CH3:31])[C:10]2[C:5](=[CH:6][C:7]([NH:11][C:12](=[O:30])[C:13]3[CH:18]=[CH:17][CH:16]=[N:15][C:14]=3[NH:19][CH2:20][C:21]3[CH:26]=[CH:25][N:24]=[C:23]4[NH:27][CH:28]=[CH:29][C:22]=34)=[CH:8][CH:9]=2)[NH:4][CH2:3]1.C(OC([NH:39][CH2:40][C:41](O)=[O:42])=O)(C)(C)C>>[NH2:39][CH2:40][C:41]([N:4]1[C:5]2[C:10](=[CH:9][CH:8]=[C:7]([NH:11][C:12](=[O:30])[C:13]3[CH:18]=[CH:17][CH:16]=[N:15][C:14]=3[NH:19][CH2:20][C:21]3[CH:26]=[CH:25][N:24]=[C:23]4[NH:27][CH:28]=[CH:29][C:22]=34)[CH:6]=2)[C:2]([CH3:31])([CH3:1])[CH2:3]1)=[O:42]. Reactants: C=C(C)CN(C(=O)OCc1ccccc1)C(C)C(=O)OC, COC(=O)C(C)N(CC(C)C)C(=O)OCc1ccccc1, CC(C)=O, O=C(Cl)OCc1ccccc1, [O-][I+3]([O-])([O-])[O-], [Na+], O. Product: COC(=O)C(C)N(CC(C)=O)C(=O)OCc1ccccc1. As a reaction SMILES: [CH3:12][O:13][C:14]([CH:15]([CH3:16])[N:17]([CH2:18][C:19](=[CH2:20])[CH3:21])[C:22](=[O:23])[O:24][CH2:25][c:26]1[cH:27][cH:28][cH:29][cH:30][cH:31]1)=[O:32].[CH3:33][O:34][C:35](=[O:36])[CH:37]([N:38]([C:39]([O:40][CH2:41][c:42]1[cH:43][cH:44][cH:45][cH:46][cH:47]1)=[O:48])[CH2:49][CH:50]([CH3:51])[CH3:52])[CH3:53].[CH3:60][C:61](=[O:62])[CH3:63].[Cl:1][C:2](=[O:3])[O:4][CH2:5][c:6]1[cH:7][cH:8][cH:9][cH:10][cH:11]1.[I+3:54]([O-:55])([O-:56])([O-:57])[O-:58].[Na+:59].[OH2:64]>>[O:3]=[C:19]([CH2:18][N:17]([CH:15]([C:14]([O:13][CH3:12])=[O:32])[CH3:16])[C:22](=[O:23])[O:24][CH2:25][c:26]1[cH:27][cH:28][cH:29][cH:30][cH:31]1)[CH3:20].